Dataset: the Open Reaction Database (ORD), a public repository of structured organic reaction records. Task: describe an organic reaction: reactants, conditions, products, and yield Starting materials: O=C1CCC(=O)N1Br, ClC(Cl)(Cl)Cl, Cc1ccc2c(c1)N(S(C)(=O)=O)CCO2, [W]. Product: CS(=O)(=O)N1CCOc2ccc(CBr)cc21. As a reaction SMILES: [Br:16][N:17]1[C:18](=[O:19])[CH2:20][CH2:21][C:22]1=[O:23].[C:24]([Cl:25])([Cl:26])([Cl:27])[Cl:28].[CH3:1][S:2](=[O:3])(=[O:4])[N:5]1[CH2:6][CH2:7][O:8][c:9]2[c:10]1[cH:11][c:12]([CH3:15])[cH:13][cH:14]2.[W:29]>>[CH3:1][S:2](=[O:3])(=[O:4])[N:5]1[CH2:6][CH2:7][O:8][c:9]2[c:10]1[cH:11][c:12]([CH2:15][Br:16])[cH:13][cH:14]2.